This data is from the Open Reaction Database (ORD), a public repository of structured organic reaction records. The task is: describe an organic reaction: reactants, conditions, products, and yield Reactants: BC#N, CN(C)C1(c2cccs2)CCNCC1, CN(CCC=O)C(=O)OC(C)(C)C, CO, CO, CC(=O)O, ClC(Cl)Cl, Cl, Cl, [Na]. The product is CN(CCCN1CCC(c2cccs2)(N(C)C)CC1)C(=O)OC(C)(C)C. RXN SMILES: [C:30]([BH2:31])#[N:32].[CH3:16][N:17]([C:18]1([c:24]2[s:25][cH:26][cH:27][cH:28]2)[CH2:19][CH2:20][NH:21][CH2:22][CH2:23]1)[CH3:29].[CH3:1][N:2]([C:3]([O:4][C:5]([CH3:6])([CH3:7])[CH3:8])=[O:9])[CH2:10][CH2:11][CH:12]=[O:13].[CH3:34][OH:35].[CH3:40][OH:41].[CH3:42][C:43](=[O:44])[OH:45].[Cl:36][CH:37]([Cl:38])[Cl:39].[ClH:14].[ClH:15].[Na:33]>>[CH3:1][N:2]([C:3]([O:4][C:5]([CH3:6])([CH3:7])[CH3:8])=[O:9])[CH2:10][CH2:11][CH2:12][N:21]1[CH2:20][CH2:19][C:18]([N:17]([CH3:16])[CH3:29])([c:24]2[s:25][cH:26][cH:27][cH:28]2)[CH2:23][CH2:22]1. Conditions: time 2 hour. Solvent: O (water). The reactants are FC(C(C(F)(F)F)(C1=CC=C(C=C1)O)F)(F)F (4-(heptafluoroisopropyl)phenol), C(C)(=O)O (acetic acid), S(O)(O)(=O)=O (sulfuric acid), mixture, [N+](=O)(O)[O-] (nitric acid), C(C)(=O)O (acetic acid). The product is FC(C(C(F)(F)F)(C1=CC(=C(C=C1)O)[N+](=O)[O-])F)(F)F (4-(heptafluoroisopropyl)-2-nitrophenol). As a reaction SMILES: [F:1][C:2]([F:17])([F:16])[C:3]([F:15])([C:8]1[CH:13]=[CH:12][C:11]([OH:14])=[CH:10][CH:9]=1)[C:4]([F:7])([F:6])[F:5].C(O)(=O)C.S(=O)(=O)(O)O.[N+:27]([O-])([OH:29])=[O:28]>O>[F:1][C:2]([F:16])([F:17])[C:3]([F:15])([C:8]1[CH:13]=[CH:12][C:11]([OH:14])=[C:10]([N+:27]([O-:29])=[O:28])[CH:9]=1)[C:4]([F:7])([F:6])[F:5]. Procedure: To a mixture of 3.60 g of mixture containing 4-(heptafluoroisopropyl)phenol, 8 ml of acetic acid, and 2.5 g of concentrated sulfuric acid, a mixture of 1.05 g of 69% nitric acid and 1 ml of acetic acid was added dropwise while ice-cooling, and then stirred at room temperature for two hours. The reaction mixture was poured into water, and extracted with ethyl acetate three times. The combined organic layers were washed with a saturated sodium chloride solution, dried over anhydrous sodium sulfate... Reactants: CN1CCN(CC1)C=1C=C(C(=NC1)[N+](=O)[O-])CC(=O)N (2-[5-(4-Methyl-piperazin-1-yl)-2-nitro-pyridin-3-yl]-acetamide), COC(C(=O)C1=CNC2=C(C=CC=C12)C)=O ((7-Methyl-1H-indol-3-yl)-oxo-acetic acid methyl ester), CC(C)(C)[O-].[K+] (KOtBu). Run in C1CCOC1 (THF), C1CCOC1 (THF). Conditions: temperature 0 celsius, time 2 hour. Product: CC=1C=CC=C2C(=CNC12)C=1C(NC(C1C=1C(=NC=C(C1)N1CCN(CC1)C)C)=O)=O (3-(7-Methyl-1H-indol-3-yl)-4-[2-methyl-5-(4-methyl-piperazin-1-yl)-pyridin-3-yl]-pyrrole-2,5-dione). RXN SMILES: [CH3:1][N:2]1[CH2:7][CH2:6][N:5]([C:8]2[CH:9]=[C:10]([CH2:17][C:18]([NH2:20])=[O:19])[C:11]([N+]([O-])=O)=[N:12][CH:13]=2)[CH2:4][CH2:3]1.C[O:22][C:23](=O)[C:24]([C:26]1[C:34]2[C:29](=[C:30]([CH3:35])[CH:31]=[CH:32][CH:33]=2)[NH:28][CH:27]=1)=O.[CH3:37]C([O-])(C)C.[K+]>C1COCC1>[CH3:35][C:30]1[CH:31]=[CH:32][CH:33]=[C:34]2[C:29]=1[NH:28][CH:27]=[C:26]2[C:24]1[C:23](=[O:22])[NH:20][C:18](=[O:19])[C:17]=1[C:10]1[C:11]([CH3:37])=[N:12][CH:13]=[C:8]([N:5]2[CH2:6][CH2:7][N:2]([CH3:1])[CH2:3][CH2:4]2)[CH:9]=1 |f:2.3|. Procedure: To a solution of 2-[5-(4-Methyl-piperazin-1-yl)-2-nitro-pyridin-3-yl]-acetamide (96 mg, 0.34 mmol) and (7-Methyl-1H-indol-3-yl)-oxo-acetic acid methyl ester (127 mg, 0.58 mmol) in dry THF (8.0 mL) is added at 0° C. under an atmosphere of argon, a solution of 1.0 M KOtBu in THF (1.7 ml, 1.7 mmol). After stirring for 2 h at 0° C., TLC analysis indicated complete consumption of the starting materials. The reaction mixture is diluted with EtOAc and washed with brine. The aqueous phase is extracted w... Starting materials: CC([C@@H](C(=O)N[C@H](C)C1=CC=CC=C1)NC(=O)[C@@H](CC(=O)OC(C)(C)C)C\C=C\C1=CC(=C(C=C1)C1=CC=CC=C1)C)(C)C (tert-butyl (3R,5E)-3-({[(1S)-2,2-dimethyl-1-({[(1R)-1-phenylethyl]amino}carbonyl)propyl]amino}carbonyl)-6-[3-methyl-(4-phenyl)phenyl]hex-5-enoate). Reagents/catalysts: [Pd] (palladium on charcoal). Run in C(C)O (ethanol). The product is CC([C@@H](C(=O)N[C@H](C)C1=CC=CC=C1)NC(=O)[C@@H](CC(=O)OC(C)(C)C)CCCC1=CC(=C(C=C1)C1=CC=CC=C1)C)(C)C (tert-butyl (3R)-3-({[(1S)-2,2-dimethyl-1-({[(1R)-1-phenylethyl]amino}carbonyl)propyl]amino}carbonyl)-6-[3-methyl-(4-phenyl)phenyl]hexanoate). The yield is 108.0%. As a reaction SMILES: [CH3:1][C:2]([CH3:44])([CH3:43])[C@H:3]([NH:15][C:16]([C@H:18]([CH2:27]/[CH:28]=[CH:29]/[C:30]1[CH:35]=[CH:34][C:33]([C:36]2[CH:41]=[CH:40][CH:39]=[CH:38][CH:37]=2)=[C:32]([CH3:42])[CH:31]=1)[CH2:19][C:20]([O:22][C:23]([CH3:26])([CH3:25])[CH3:24])=[O:21])=[O:17])[C:4]([NH:6][C@@H:7]([C:9]1[CH:14]=[CH:13][CH:12]=[CH:11][CH:10]=1)[CH3:8])=[O:5]>C(O)C.[Pd]>[CH3:43][C:2]([CH3:1])([CH3:44])[C@H:3]([NH:15][C:16]([C@H:18]([CH2:27][CH2:28][CH2:29][C:30]1[CH:35]=[CH:34][C:33]([C:36]2[CH:41]=[CH:40][CH:39]=[CH:38][CH:37]=2)=[C:32]([CH3:42])[CH:31]=1)[CH2:19][C:20]([O:22][C:23]([CH3:24])([CH3:25])[CH3:26])=[O:21])=[O:17])[C:4]([NH:6][C@@H:7]([C:9]1[CH:10]=[CH:11][CH:12]=[CH:13][CH:14]=1)[CH3:8])=[O:5]. Reported procedure: A solution of tert-butyl (3R,5E)-3-({[(1S)-2,2-dimethyl-1-({[(1R)-1-phenylethyl]amino}carbonyl)propyl]amino}carbonyl)-6-[3-methyl-(4-phenyl)phenyl]hex-5-enoate (1.91 gm, 3.2 mmol) in ethanol (80 mL) was hydrogenated over 10% palladium on charcoal (120 mg) at 3 bar and 20° C. for 16 h. The mixture was filtered through Arbocel filter aid and concentrated under reduced pressure to give tert-butyl (3R)-3-({[(1S)-2,2-dimethyl-1-({[(1R)-1-phenylethyl]amino}carbonyl)propyl]amino}carbonyl)-6-[3-methyl-(... The reactants are C(C1=CC=CC=C1)OC1=NN(C=C1CCC(=O)OCC)CC1=CC=C(C=C1)OCC=1N=C(OC1C)C=1OC=CC1 (ethyl 3-[3-benzyloxy-1-[4-[2-(2-furyl)-5-methyl-4-oxazolylmethoxy]benzyl]-1H-pyrazol-4-yl]propionate), [OH-].[Na+] (sodium hydroxide), O1CCCC1 (tetrahydrofuran), C(C)O (ethanol). Run in Cl (hydrochloric acid). Reaction conditions: time 5 hour. The product is C(C1=CC=CC=C1)OC1=NN(C=C1CCC(=O)O)CC1=CC=C(C=C1)OCC=1N=C(OC1C)C=1OC=CC1 (3-[3-benzyloxy-1-[4-[2-(2-furyl)-5-methyl-4-oxazolylmethoxy]benzyl]-1H-pyrazol-4-yl]propionic acid). Yield: 83.0%. As a reaction SMILES: [CH2:1]([O:8][C:9]1[C:13]([CH2:14][CH2:15][C:16]([O:18]CC)=[O:17])=[CH:12][N:11]([CH2:21][C:22]2[CH:27]=[CH:26][C:25]([O:28][CH2:29][C:30]3[N:31]=[C:32]([C:36]4[O:37][CH:38]=[CH:39][CH:40]=4)[O:33][C:34]=3[CH3:35])=[CH:24][CH:23]=2)[N:10]=1)[C:2]1[CH:7]=[CH:6][CH:5]=[CH:4][CH:3]=1.[OH-].[Na+].O1CCCC1.C(O)C>Cl>[CH2:1]([O:8][C:9]1[C:13]([CH2:14][CH2:15][C:16]([OH:18])=[O:17])=[CH:12][N:11]([CH2:21][C:22]2[CH:27]=[CH:26][C:25]([O:28][CH2:29][C:30]3[N:31]=[C:32]([C:36]4[O:37][CH:38]=[CH:39][CH:40]=4)[O:33][C:34]=3[CH3:35])=[CH:24][CH:23]=2)[N:10]=1)[C:2]1[CH:7]=[CH:6][CH:5]=[CH:4][CH:3]=1 |f:1.2|. Reported procedure: A mixture of ethyl 3-[3-benzyloxy-1-[4-[2-(2-furyl)-5-methyl-4-oxazolylmethoxy]benzyl]-1H-pyrazol-4-yl]propionate (379 mg), 1 N aqueous sodium hydroxide solution (2 ml), tetrahydrofuran (4 ml), and ethanol (4 ml) was stirred at room temperature for 5 hours, diluted with 1 N hydrochloric acid (2 ml), and extracted with ethyl acetate. The ethyl acetate layer was washed with saturated aqueous sodium chloride solution, dried (MgSO4), and concentrated. The obtained colorless crystals were collected b... Reactants: ice water, N1=CC=C(C=C1)NC1=CSC2=CN=CC=C21 (3-(4-Pyridinylamino)thieno[2,3-c]pyridine), [H-].[Na+] (sodium hydride), BrCCC (1-bromopropane). Run in CN(C=O)C (dimethylformamide). Conditions: time 1 hour. Yields the product C(CC)N(C1=CSC2=CN=CC=C21)C2=CC=NC=C2 (3-(Propyl-4-pyridinylamino)thieno[2,3-c]pyridine). The yield is 73.8%. RXN SMILES: [N:1]1[CH:6]=[CH:5][C:4]([NH:7][C:8]2[C:16]3[C:11](=[CH:12][N:13]=[CH:14][CH:15]=3)[S:10][CH:9]=2)=[CH:3][CH:2]=1.[H-].[Na+].Br[CH2:20][CH2:21][CH3:22]>CN(C)C=O>[CH2:20]([N:7]([C:4]1[CH:5]=[CH:6][N:1]=[CH:2][CH:3]=1)[C:8]1[C:16]2[C:11](=[CH:12][N:13]=[CH:14][CH:15]=2)[S:10][CH:9]=1)[CH2:21][CH3:22] |f:1.2|. Procedure: 3-(4-Pyridinylamino)thieno[2,3-c]pyridine (4 g) was added portionwise as a powder to a suspension of sodium hydride (60% oil dispersion, 0.8 g washed with heptane) in 50 mL of dimethylformamide. After anion formation was completed 1-bromopropane (2.2 g) was added. After stirring one hour the reaction mixture was poured into ice-water and extracted with ethyl acetate. The organic extract was washed with water saturated sodium chloride, and then was dried (anhydrous magnesium sulfate), filtered an...